Dataset: the Open Reaction Database (ORD), a public repository of structured organic reaction records. Task: describe an organic reaction: reactants, conditions, products, and yield Reactants: CC=1SC=2CNCCC2N1 (2-methyl-4,5,6,7-tetrahydro-thiazolo[5,4-c]pyridine), BrC[B-](F)(F)F.[K+] (potassium bromomethyltrifluoroborate), KHCO3. The solvent is O1CCCC1 (tetrahydrofuran). Yields the product CC=1SC=2CN(CCC2N1)C[B-](F)(F)F.[K+] (Potassium (2-methyl-4,5,6,7-tetrahydro-thiazolo[5,4-c]pyridin-5-yl)methyltrifluoroborate), crude product. Reaction SMILES: [CH3:1][C:2]1[S:3][C:4]2[CH2:5][NH:6][CH2:7][CH2:8][C:9]=2[N:10]=1.Br[CH2:12][B-:13]([F:16])([F:15])[F:14].[K+:17]>O1CCCC1>[CH3:1][C:2]1[S:3][C:4]2[CH2:5][N:6]([CH2:12][B-:13]([F:16])([F:15])[F:14])[CH2:7][CH2:8][C:9]=2[N:10]=1.[K+:17] |f:1.2,4.5|. Reported procedure: A mixture of 2-methyl-4,5,6,7-tetrahydro-thiazolo[5,4-c]pyridine (3.00 g), potassium bromomethyltrifluoroborate (3.91 g), KHCO3 (1.95 g), KI (0.32 g), and tetrahydrofuran (25 mL) is stirred at reflux temperature for 4 h. After cooling to room temperature, the solvent is evaporated and the residue is suspended in acetone. The insoluble salts are separated by filtration and the filtrate is treated with diethyl ether. The precipitate is separated by filtration and dried to give the title compound (... The reactants are C(C)OC(=O)C1=NOC(=C1N)C1=CC=CC=C1 (4-amino-5-phenyl-isoxazole-3-carboxylic acid ethyl ester), C(=O)([O-])[O-].[K+].[K+] (K2CO3), ClC1=CC=C(C=C1)NC(C1=CC=C(C=C1)C(C)C)=O (N-(4-chloro-phenyl)-4-isopropyl-benzamide). Run in S(=O)(Cl)Cl (thionyl chloride), S(=O)(Cl)Cl (thionyl chloride). Run at temperature 180 celsius. The product is ClC1=CC=C(C=C1)N1C(=NC=2C(C1=O)=NOC2C2=CC=CC=C2)C2=CC=C(C=C2)C(C)C (6-(4-chloro-phenyl)-5-(4-isopropyl-phenyl)-3-phenyl-6H-isoxazolo[4,3-d]pyrimidin-7-one). As a reaction SMILES: [Cl:1][C:2]1[CH:7]=[CH:6][C:5]([NH:8][C:9](=O)[C:10]2[CH:15]=[CH:14][C:13]([CH:16]([CH3:18])[CH3:17])=[CH:12][CH:11]=2)=[CH:4][CH:3]=1.C([O:22][C:23]([C:25]1[C:29]([NH2:30])=[C:28]([C:31]2[CH:36]=[CH:35][CH:34]=[CH:33][CH:32]=2)[O:27][N:26]=1)=O)C.C([O-])([O-])=O.[K+].[K+]>S(Cl)(Cl)=O>[Cl:1][C:2]1[CH:7]=[CH:6][C:5]([N:8]2[C:23](=[O:22])[C:25]3=[N:26][O:27][C:28]([C:31]4[CH:32]=[CH:33][CH:34]=[CH:35][CH:36]=4)=[C:29]3[N:30]=[C:9]2[C:10]2[CH:15]=[CH:14][C:13]([CH:16]([CH3:18])[CH3:17])=[CH:12][CH:11]=2)=[CH:4][CH:3]=1 |f:2.3.4|. Procedure details: A suspension of N-(4-chloro-phenyl)-4-isopropyl-benzamide (20.0 mg, 0.073 mmol) in thionyl chloride (0.5 mL) is heated at 80° C. for 1.5 h before thionyl chloride is removed in vacuo. The reaction residue is then taken in anhydrous acetonitrile (1.5 mL), followed by the addition of 4-amino-5-phenyl-isoxazole-3-carboxylic acid ethyl ester from step B (18.7 mg, 0.081 mmol) and anhydrous K2CO3 (25.2 mg, 0.182 mmol). The reaction mixture is heated under nitrogen atmosphere at 180° C. in a microwave ... The reactants are O=C([O-])[O-], C1COCCOCCOCCOCCOCCO1, CC1(C)CONC1=O, CC#N, CCOC(C)=O, O=[N+]([O-])c1cccc(Cl)c1CBr, [K+], [K+]. Product: CC1(C)CON(Cc2c(Cl)cccc2[N+](=O)[O-])C1=O. RXN SMILES: [C:21](=[O:22])([O-:23])[O-:24].[CH2:27]1[O:28][CH2:29][CH2:30][O:31][CH2:32][CH2:33][O:34][CH2:35][CH2:36][O:37][CH2:38][CH2:39][O:40][CH2:41][CH2:42][O:43][CH2:44]1.[CH3:13][C:14]1([CH3:20])[C:15](=[O:19])[NH:16][O:17][CH2:18]1.[CH3:45][C:46]#[N:47].[CH3:48][CH2:49][O:50][C:51](=[O:52])[CH3:53].[Cl:1][c:2]1[c:3]([CH2:4][Br:5])[c:6]([N+:10](=[O:11])[O-:12])[cH:7][cH:8][cH:9]1.[K+:25].[K+:26]>>[Cl:1][c:2]1[c:3]([CH2:4][N:16]2[C:15](=[O:19])[C:14]([CH3:13])([CH3:20])[CH2:18][O:17]2)[c:6]([N+:10](=[O:11])[O-:12])[cH:7][cH:8][cH:9]1. Reactants: monomethyl ester, C(CCCCCCCCC#CC#CCCCCCCCCC(=O)O)(=O)O (10,12-docosadiynedioic acid), OCCCN (3-hydroxypropylamine). Solvent: CCOCC (ether). Run at time 8 hour. Yields the product OCCCNC(=O)CCCCCCCCC#CC#CCCCCCCCCC(=O)[O-].OCCC[NH3+] (3-Hydroxypropylammonium 20-[N-(3-hydroxypropyl)carbamoyl]-9,11-eicosadiyne-1-carboxylate). Reaction SMILES: [C:1]([OH:26])(=[O:25])[CH2:2][CH2:3][CH2:4][CH2:5][CH2:6][CH2:7][CH2:8][CH2:9][C:10]#[C:11][C:12]#[C:13][CH2:14][CH2:15][CH2:16][CH2:17][CH2:18][CH2:19][CH2:20][CH2:21][C:22]([OH:24])=O.[OH:27][CH2:28][CH2:29][CH2:30][NH2:31]>CCOCC>[OH:27][CH2:28][CH2:29][CH2:30][NH:31][C:22]([CH2:21][CH2:20][CH2:19][CH2:18][CH2:17][CH2:16][CH2:15][CH2:14][C:13]#[C:12][C:11]#[C:10][CH2:9][CH2:8][CH2:7][CH2:6][CH2:5][CH2:4][CH2:3][CH2:2][C:1]([O-:26])=[O:25])=[O:24].[OH:27][CH2:28][CH2:29][CH2:30][NH3+:31] |f:3.4|. Procedure: A mixture of 9.4 g. (0.025 mole, 376.59) of monomethyl ester of 10,12-docosadiynedioic acid and 11.3 g. (0.12 mole, 75.11) of 3-hydroxypropylamine is briefly warmed, then kept overnight at room temperature. The product is slurried with ether, then recrystallized from an ether-ethanol mixture, obtaining a white solid, m.p. 91°-3°C. The reactants are C1C(CC2=CC=CC=C12)CC(=O)N1CSC[C@H]1C(=O)N1CCCC1 (3-(2-indanacetyl)-4(R)-(1-pyrrolidinecarbonyl)thiazolidine), ice water, ClC1=CC(=CC=C1)C(=O)OO (meta-chloro-perbenzoic acid). The solvent is C(Cl)(Cl)Cl (chloroform). Conditions: time 3 hour. Product: C1C(CC2=CC=CC=C12)CC(=O)N1CS(C[C@H]1C(=O)N1CCCC1)=O (3-(2-Indanacetyl)-4(R)-(1-pyrrolidinecarbonyl)thiazolidine 1-oxide). The yield is 72.6%. RXN SMILES: [CH2:1]1[C:9]2[C:4](=[CH:5][CH:6]=[CH:7][CH:8]=2)[CH2:3][CH:2]1[CH2:10][C:11]([N:13]1[C@H:17]([C:18]([N:20]2[CH2:24][CH2:23][CH2:22][CH2:21]2)=[O:19])[CH2:16][S:15][CH2:14]1)=[O:12].ClC1C=CC=C(C(OO)=[O:33])C=1>C(Cl)(Cl)Cl>[CH2:1]1[C:9]2[C:4](=[CH:5][CH:6]=[CH:7][CH:8]=2)[CH2:3][CH:2]1[CH2:10][C:11]([N:13]1[C@H:17]([C:18]([N:20]2[CH2:21][CH2:22][CH2:23][CH2:24]2)=[O:19])[CH2:16][S:15](=[O:33])[CH2:14]1)=[O:12]. Procedure details: Dissolved in 100 ml of chloroform were 5 g of 3-(2-indanacetyl)-4(R)-(1-pyrrolidinecarbonyl)thiazolidine (a compound according to Preparation Example 2 set forth in Japanese Patent Application Laid-Open No. 262557/1990). While chilling with ice water, 3.3 g of meta-chloro-perbenzoic acid were gradually added to the solution. After stirring the mixture for 3 hours, the resultant liquid reaction mixture was washed successively with a 5% solution of sodium thiosulfate and a saturated aqueous soluti... Starting materials: C1(=CC=CC=C1)CCCOC[C@H]1CNCC1 (3(R)-[(3-phenylpropoxy)methyl]pyrrolidine), BrC=1C=NC=C(C1)OC[C@H]1N(CCC1)C(=O)OC(C)(C)C (3-bromo-5-[[1-(tert-butoxycarbonyl)-2(S)-pyrrolidinyl]methoxy]pyridine), CC(C)([O-])C.[Na+] (sodium tert-butoxide). The reagents and catalysts are C=1C=CC(=CC1)/C=C/C(=O)/C=C/C2=CC=CC=C2.C=1C=CC(=CC1)/C=C/C(=O)/C=C/C2=CC=CC=C2.C=1C=CC(=CC1)/C=C/C(=O)/C=C/C2=CC=CC=C2.[Pd].[Pd] (tris(dibenzylideneacetone)dipalladium(0)), C1(=CC=CC=C1)P(C1=CC=CC=2C(C3=CC=CC(=C3OC12)P(C1=CC=CC=C1)C1=CC=CC=C1)(C)C)C1=CC=CC=C1 (4,5-bis(diphenylphosphino)-9,9-dimethylxanthene). Solvent: C1(=CC=CC=C1)C (toluene). Run at temperature 100 celsius, time 4 hour. Yields the product C(C)(C)(C)OC(=O)N1[C@@H](CCC1)COC=1C=NC=C(C1)N1C[C@@H](CC1)COCCCC1=CC=CC=C1 (3-[[1-(tert-Butoxycarbonyl)-2(S)-pyrrolidinyl]methoxy]-5-[3(R)-[(3-phenylpropoxy)methyl]-1-pyrrolidinyl]pyridine). Isolated yield 90.3%. As a reaction SMILES: [C:1]1([CH2:7][CH2:8][CH2:9][O:10][CH2:11][C@@H:12]2[CH2:16][CH2:15][NH:14][CH2:13]2)[CH:6]=[CH:5][CH:4]=[CH:3][CH:2]=1.Br[C:18]1[CH:19]=[N:20][CH:21]=[C:22]([O:24][CH2:25][C@@H:26]2[CH2:30][CH2:29][CH2:28][N:27]2[C:31]([O:33][C:34]([CH3:37])([CH3:36])[CH3:35])=[O:32])[CH:23]=1.CC(C)([O-])C.[Na+]>C1(C)C=CC=CC=1.C1C=CC(/C=C/C(/C=C/C2C=CC=CC=2)=O)=CC=1.C1C=CC(/C=C/C(/C=C/C2C=CC=CC=2)=O)=CC=1.C1C=CC(/C=C/C(/C=C/C2C=CC=CC=2)=O)=CC=1.[Pd].[Pd].C1(P(C2C=CC=CC=2)C2C3OC4C(=CC=CC=4P(C4C=CC=CC=4)C4C=CC=CC=4)C(C)(C)C=3C=CC=2)C=CC=CC=1>[C:34]([O:33][C:31]([N:27]1[CH2:28][CH2:29][CH2:30][C@H:26]1[CH2:25][O:24][C:22]1[CH:21]=[N:20][CH:19]=[C:18]([N:14]2[CH2:15][CH2:16][C@@H:12]([CH2:11][O:10][CH2:9][CH2:8][CH2:7][C:1]3[CH:2]=[CH:3][CH:4]=[CH:5][CH:6]=3)[CH2:13]2)[CH:23]=1)=[O:32])([CH3:37])([CH3:35])[CH3:36] |f:2.3,5.6.7.8.9|. Reported procedure: To a solution of 3(R)-[(3-phenylpropoxy)methyl]pyrrolidine (220 mg, 1.00 mmol, 1.50 equiv.) and 3-bromo-5-[[1-(tert-butoxycarbonyl)-2(S)-pyrrolidinyl]methoxy]pyridine (240 mg, 0.67 mmol) in toluene (15 mL) were added sodium tert-butoxide (96 mg, 1.00 mmol, 1.5 equiv.), tris(dibenzylideneacetone)dipalladium(0) (12 mg, 13.4 μmol, 0.02 equiv.) and 4,5-bis(diphenylphosphino)-9,9-dimethylxanthene (Xantphos, 23 mg, 40 μmol, 0.06 equiv.) under N2. The mixture was stirred for 4 h at 100° C. After concen... Reactants: O (water), FC1=C(C=C(C(=O)OC)C=C1)C (methyl 4-fluoro-3-methylbenzoate), BrC1=C(C=CC=C1CC)O (2-bromo-3-ethylphenol), C([O-])([O-])=O.[K+].[K+] (potassium carbonate). Run in CS(=O)C (dimethyl sulfoxide). Run at temperature 130 celsius, time 3 hour. The product is BrC1=C(OC2=C(C=C(C(=O)OC)C=C2)C)C=CC=C1CC (methyl 4-(2-bromo-3-ethylphenoxy)-3-methylbenzoate). Isolated yield 60.1%. As a reaction SMILES: F[C:2]1[CH:11]=[CH:10][C:5]([C:6]([O:8][CH3:9])=[O:7])=[CH:4][C:3]=1[CH3:12].[Br:13][C:14]1[C:19]([CH2:20][CH3:21])=[CH:18][CH:17]=[CH:16][C:15]=1[OH:22].C(=O)([O-])[O-].[K+].[K+].O>CS(C)=O>[Br:13][C:14]1[C:19]([CH2:20][CH3:21])=[CH:18][CH:17]=[CH:16][C:15]=1[O:22][C:2]1[CH:11]=[CH:10][C:5]([C:6]([O:8][CH3:9])=[O:7])=[CH:4][C:3]=1[CH3:12] |f:2.3.4|. Reported procedure: To a solution of methyl 4-fluoro-3-methylbenzoate (1.7 g, 10 mmol) and 2-bromo-3-ethylphenol (2.0 g, 10 mmol) in dimethyl sulfoxide (10 mL) was added potassium carbonate (2.8 g, 20 mmol). The reaction mixture was stirred at 130° C. for 3 hours. After the reaction, the mixture was poured into water (50 mL) and the solution was extracted with ethyl acetate (50 mL), washed with water (50 mL). The organic phase was dried over anhydrous sodium sulfate. The mixture was filtered and the solvent was rem... The reactants are C(C)(C)C1=C(NC(NC1=O)=O)OC=1C=C(C#N)C=C(C1)C (3-(5-Isopropyl-2,6-dioxo-1,2,3,6-tetrahydro-pyrimidin-4-yloxy)-5-methyl-benzonitrile), C([O-])([O-])=O.[K+].[K+] (potassium carbonate), [I-].[Li+] (lithium iodide), ClCC1=CC(=NC(=C1)C)N1C(C2=CC=CC=C2C1=O)=O (2-(4-Chloromethyl-6-methyl-pyridin-2-yl)-isoindole-1,3-dione), CN(C)C=O (DMF). Reaction conditions: time 8 hour. Yields the product O=C1N(C(C2=CC=CC=C12)=O)C1=NC(=CC(=C1)CN1C(NC(C(=C1C(=O)C=1C=C(C#N)C=C(C1)C)C(C)C)=O)=O)C (3-{3-[2-(1,3-Dioxo-1,3-dihydro-isoindol-2-yl)-6-methyl-pyridin-4-ylmethyl]-5-isopropyl-2,6-dioxo-1,2,3,6-tetrahydro-pyrimidine-4-carbonyl}-5-methyl-benzonitrile). Isolated yield 45.0%. Reaction SMILES: [CH:1]([C:4]1[C:9](=[O:10])[NH:8][C:7](=[O:11])[NH:6][C:5]=1OC1C=C(C=C(C)C=1)C#N)([CH3:3])[CH3:2].[C:22](=[O:25])([O-])[O-].[K+].[K+].[I-].[Li+].Cl[CH2:31][C:32]1[CH:37]=[C:36]([CH3:38])[N:35]=[C:34]([N:39]2[C:47](=[O:48])[C:46]3[C:41](=[CH:42][CH:43]=[CH:44][CH:45]=3)[C:40]2=[O:49])[CH:33]=1.C[N:51]([CH:53]=O)C>>[O:49]=[C:40]1[C:41]2[C:46](=[CH:45][CH:44]=[CH:43][CH:42]=2)[C:47](=[O:48])[N:39]1[C:34]1[CH:33]=[C:32]([CH2:31][N:6]2[C:5]([C:22]([C:45]3[CH:44]=[C:43]([CH:42]=[C:41]([CH3:40])[CH:46]=3)[C:53]#[N:51])=[O:25])=[C:4]([CH:1]([CH3:2])[CH3:3])[C:9](=[O:10])[NH:8][C:7]2=[O:11])[CH:37]=[C:36]([CH3:38])[N:35]=1 |f:1.2.3,4.5|. Procedure details: To a stirred solution of (73) (297 mg, 1 mmol), anhydrous powdered potassium carbonate (134 mg, 1 mmol), and lithium iodide (134 mg, 1 mmol) in DMF (5 ml) at room temperature, was added 2-(4-Chloromethyl-6-methyl-pyridin-2-yl)-isoindole-1,3-dione (286 mg, 1 mmol). After stirring for overnight, the mixture was evaporated in vacuo and the residue was purified by silica gel column chromatography (eluent, EA:hexanes (2:1); Rf˜0.2 fraction was collected.) to afford 250 mg (45%) of a white solid. Starting materials: [H-].[Na+] (sodium hydride), CC1(C(NC(N1)=O)=O)C (5,5-dimethylimidazolidine-2,4-dione), C1=C(C=CC2=CC=CC=C12)S(=O)(=O)Cl (2-naphthalenesulfonyl chloride). Solvent: O1CCCC1 (tetrahydrofuran). Conditions: time 30 minute. Yields the product CC1(C(N(C(N1)=O)S(=O)(=O)C1=CC2=CC=CC=C2C=C1)=O)C (5,5-Dimethyl-3-(2-naphthylsulfonyl)imidazolidine-2,4-dione). Isolated yield 7.3%. As a reaction SMILES: [CH3:1][C:2]1([CH3:9])[NH:6][C:5](=[O:7])[NH:4][C:3]1=[O:8].[H-].[Na+].[CH:12]1[C:21]2[C:16](=[CH:17][CH:18]=[CH:19][CH:20]=2)[CH:15]=[CH:14][C:13]=1[S:22](Cl)(=[O:24])=[O:23]>O1CCCC1>[CH3:1][C:2]1([CH3:9])[NH:6][C:5](=[O:7])[N:4]([S:22]([C:13]2[CH:14]=[CH:15][C:16]3[C:21](=[CH:20][CH:19]=[CH:18][CH:17]=3)[CH:12]=2)(=[O:24])=[O:23])[C:3]1=[O:8] |f:1.2|. Reported procedure: 1.28 g of 5,5-dimethylimidazolidine-2,4-dione was dissolved in tetrahydrofuran (20 mL), and sodium hydride (60%, in oil) (0.25 g) was added at 0° C. under ice-cooling. After stirred for 30 minutes, 2-naphthalenesulfonyl chloride (2.38 g) was added at 0° C., and the mixture was stirred at room temperature overnight. After the solvent was distilled off, ethyl acetate (150 mL) was added to the reaction solution, and washed with 1N hydrochloric acid, an aqueous saturated sodium bicarbonate solution ...